Dataset: the Open Reaction Database (ORD), a public repository of structured organic reaction records. Task: describe an organic reaction: reactants, conditions, products, and yield Starting materials: COC1=C(C=CC=C1)C1=CC=C(C=C1)C (2-methoxy-4′-methylbiphenyl), C1CC(=O)N(C1=O)Br (NBS), CC(C)(C#N)N=NC(C)(C)C#N (AIBN). Run in ClC(Cl)(Cl)Cl (tetrachloromethane). The product is COC1=C(C=CC=C1)C1=CC=C(CBr)C=C1 (4-(2-Methoxyphenyl)benzyl bromide). RXN SMILES: [CH3:1][O:2][C:3]1[CH:8]=[CH:7][CH:6]=[CH:5][C:4]=1[C:9]1[CH:14]=[CH:13][C:12]([CH3:15])=[CH:11][CH:10]=1.C1C(=O)N([Br:23])C(=O)C1.CC(N=NC(C#N)(C)C)(C#N)C>ClC(Cl)(Cl)Cl>[CH3:1][O:2][C:3]1[CH:8]=[CH:7][CH:6]=[CH:5][C:4]=1[C:9]1[CH:10]=[CH:11][C:12]([CH2:15][Br:23])=[CH:13][CH:14]=1. Reported procedure: 2-methoxy-4′-methylbiphenyl, 160 mg (0.81 mmol), NBS, 158 mg (0.91 mmol), and AIBN, 1 mg (0.006 mmol) were suspended in 7 mL tetrachloromethane, and refluxed for 24 hours. The product was filtered, and the solvent removed from the filtrate by rotary evaporation. Equal amounts of diethyl ether and water were added and the product extracted. The ether layer was separated and dried over MgSO4, filtered, and the solvent removed. 4-(2-Methoxyphenyl)benzyl bromide, 128 mg, was obtained as an oil.